describe an organic reaction: reactants, conditions, products, and yield From a dataset of the Open Reaction Database (ORD), a public repository of structured organic reaction records. The reactants are ClC=1C=C2CCN(C(C2=CC1)C1=C(SC(=C1)Br)Br)C(=O)OC(C)(C)C (tert-butyl 6-chloro-1-(2,5-dibromo-3-thienyl)-3,4-dihydroisoquinoline-2(1H)-carboxylate), N1=CC=C(C=C1)B(O)O (pyridine-4-boronic acid), C([O-])([O-])=O.[Cs+].[Cs+] (cesium carbonate), O1CCOCC1 (1,4-dioxane), O (water). Reaction conditions: temperature 100 celsius. Yields the product BrC=1SC(=CC1C1N(CCC2=CC(=CC=C12)Cl)C(=O)OC(C)(C)C)C1=CC=NC=C1 (tert-butyl 1-(2-bromo-5-pyridin-4-yl-3-thienyl)-6-chloro-3,4-dihydroisoquinoline-2(1H)-carboxylate). The yield is 40.8%. Reaction SMILES: [Cl:1][C:2]1[CH:3]=[C:4]2[C:9](=[CH:10][CH:11]=1)[CH:8]([C:12]1[CH:16]=[C:15](Br)[S:14][C:13]=1[Br:18])[N:7]([C:19]([O:21][C:22]([CH3:25])([CH3:24])[CH3:23])=[O:20])[CH2:6][CH2:5]2.[N:26]1[CH:31]=[CH:30][C:29](B(O)O)=[CH:28][CH:27]=1.C(=O)([O-])[O-].[Cs+].[Cs+].O1CCOCC1.O>>[Br:18][C:13]1[S:14][C:15]([C:29]2[CH:30]=[CH:31][N:26]=[CH:27][CH:28]=2)=[CH:16][C:12]=1[CH:8]1[C:9]2[C:4](=[CH:3][C:2]([Cl:1])=[CH:11][CH:10]=2)[CH2:5][CH2:6][N:7]1[C:19]([O:21][C:22]([CH3:24])([CH3:23])[CH3:25])=[O:20] |f:2.3.4|. Reported procedure: A mixture of tert-butyl 6-chloro-1-(2,5-dibromo-3-thienyl)-3,4-dihydroisoquinoline-2(1H)-carboxylate (177.0 mg, 0.3486 mmol), pyridine-4-boronic acid (51.43 mg, 0.4184 mmol) tetrakis(triphenylphosphine)palladium(0) (20.1 mg, 0.0174 mmol) and cesium carbonate (0.341 g, 1.04 mmol) in 1,4-dioxane (6.0 mL, 77 mmol) and water (2.0 mL, 110 mmol) was degassed and heated at 100° C. for 1 h. The mixture was extracted with EtOAc. The organic layer was separated and washed with water. The organic layer was... Starting materials: FC(C(=O)O)(F)F.NC1CCN(CC1)CCN1C(COC2=C1C=C(C=C2)OC)=O (4-[2-(4-aminopiperidin-1-yl)ethyl]-6-methoxy-2H-1,4-benzoxazin-3(4H)-one trifluoroacetate), FC(C(=O)O)(F)F.NC1CCN(CC1)CCN1C(COC2=C1C=C(C=C2)OC)=O (4-[2-(4-aminopiperidin-1-yl)ethyl]-6-methoxy-2H-1,4-benzoxazin-3(4H)-one trifluoroacetate), O=C1NC2=C(SC1)C=CC(=N2)C=O (3-oxo-3,4-dihydro-2H-pyrido[3,2-b][1,4]thiazine-6-carbaldehyde), C(#N)[BH3-].[Na+] (sodium cyanoborohydride). Yields the product COC=1C=CC2=C(N(C(CO2)=O)CCN2CCC(CC2)NCC=2C=CC=3SCC(NC3N2)=O)C1 (6-[({1-[2-(6-Methoxy-3-oxo-2,3-dihydro-4H-1,4-benzoxazin-4-yl)ethyl]piperidin-4-yl}amino)methyl]-2H-pyrido[3,2-b][1,4]thiazin-3(4H)-one). The yield is 29.0%. As a reaction SMILES: FC(F)(F)C(O)=O.[NH2:8][CH:9]1[CH2:14][CH2:13][N:12]([CH2:15][CH2:16][N:17]2[C:22]3[CH:23]=[C:24]([O:27][CH3:28])[CH:25]=[CH:26][C:21]=3[O:20][CH2:19][C:18]2=[O:29])[CH2:11][CH2:10]1.[O:30]=[C:31]1[CH2:36][S:35][C:34]2[CH:37]=[CH:38][C:39]([CH:41]=O)=[N:40][C:33]=2[NH:32]1.C([BH3-])#N.[Na+]>>[CH3:28][O:27][C:24]1[CH:25]=[CH:26][C:21]2[O:20][CH2:19][C:18](=[O:29])[N:17]([CH2:16][CH2:15][N:12]3[CH2:11][CH2:10][CH:9]([NH:8][CH2:41][C:39]4[CH:38]=[CH:37][C:34]5[S:35][CH2:36][C:31](=[O:30])[NH:32][C:33]=5[N:40]=4)[CH2:14][CH2:13]3)[C:22]=2[CH:23]=1 |f:0.1,3.4|. Reported procedure: 4-[2-(4-aminopiperidin-1-yl)ethyl]-6-methoxy-2H-1,4-benzoxazin-3(4H)-one (Intermediate 46) (0.2 mmol), 3-oxo-3,4-dihydro-2H-pyrido[3,2-b][1,4]thiazine-6-carbaldehyde (WO 2004/058144) (42 mg, 0.22 mmol) and sodium cyanoborohydride (23 mg, 0.36 mmol) were reacted as described under Example 21 to give 28 mg (32%) of product as a dry film. Starting materials: CC=CC(=O)N1CCOC1=O, COc1ccc(N)cc1, Cc1ccccc1. Product: COc1ccc(NC(C)CC(=O)N2CCOC2=O)cc1. As a reaction SMILES: [C:1]([CH:2]=[CH:3][CH3:4])(=[O:5])[N:6]1[C:7](=[O:11])[O:8][CH2:9][CH2:10]1.[CH3:12][O:13][c:14]1[cH:15][cH:16][c:17]([NH2:20])[cH:18][cH:19]1.[CH3:21][c:22]1[cH:23][cH:24][cH:25][cH:26][cH:27]1>>[C:1]([CH2:2][CH:3]([CH3:4])[NH:20][c:17]1[cH:16][cH:15][c:14]([O:13][CH3:12])[cH:19][cH:18]1)(=[O:5])[N:6]1[C:7](=[O:11])[O:8][CH2:9][CH2:10]1. Reactants: CC1=C(N=CN1)C(F)(F)F (5-methyl-4-trifluoromethylimidazole), [H-].[Na+] (sodium hydride), O (water), ClC1=NC=C(C=C1Cl)C(F)(F)F (2,3-dichloro-5-trifluoromethylpyridine). The solvent is CN(C=O)C (N,N-dimethyl formamide). Conditions: time 10 minute. The product is ClC=1C(=NC=C(C1)C(F)(F)F)N1C=NC(=C1C)C(F)(F)F (1-(3-chloro-5-trifluoromethylpyridin-2-yl)-5-methyl-4-trifluoromethylimidazole). Yield: 50.7%. As a reaction SMILES: [CH3:1][C:2]1[NH:6][CH:5]=[N:4][C:3]=1[C:7]([F:10])([F:9])[F:8].[H-].[Na+].Cl[C:14]1[C:19]([Cl:20])=[CH:18][C:17]([C:21]([F:24])([F:23])[F:22])=[CH:16][N:15]=1.O>CN(C)C=O>[Cl:20][C:19]1[C:14]([N:6]2[C:2]([CH3:1])=[C:3]([C:7]([F:10])([F:9])[F:8])[N:4]=[CH:5]2)=[N:15][CH:16]=[C:17]([C:21]([F:23])([F:22])[F:24])[CH:18]=1 |f:1.2|. Procedure details: To a solution of 0.50 g (3 m mol) of 5-methyl-4-trifluoromethylimidazole in 5 ml of N,N-dimethyl formamide was added slowly 133 mg (3 m mol) of an oily sodium hydride (60%) while cooling with ice, followed by stirring at the same temperature for 10 minutes. After the reaction was completed, to the reaction mixture was added dropwise 0.62 g (3 m mol) of 2,3-dichloro-5-trifluoromethylpyridine, followed by stirring at room temperature for 8 hours. After the reaction was completed, the reaction mixt... Reactants: Cl (hydrochloric acid), C(CCC)[Li] (n-butyllithium), BrC=1C=C2C=CC(=CC2=CC1)C1=NOC(=N1)C (3-(6-bromo-naphthalen-2-yl)-5-methyl-[1,2,4]oxadiazole), COB(OC)OC (trimethylborate). Solvent: O1CCCC1 (tetrahydrofuran). Conditions: temperature -78 celsius. Product: CC1=NC(=NO1)C=1C=C2C=CC(=CC2=CC1)B(O)O ([6-(5-methyl-[1,2,4]oxadiazol-3-yl)-naphthalen-2-yl]-boronic acid). As a reaction SMILES: C([Li])CCC.Br[C:7]1[CH:8]=[C:9]2[C:14](=[CH:15][CH:16]=1)[CH:13]=[C:12]([C:17]1[N:21]=[C:20]([CH3:22])[O:19][N:18]=1)[CH:11]=[CH:10]2.C[O:24][B:25](OC)[O:26]C.Cl>O1CCCC1>[CH3:22][C:20]1[O:19][N:18]=[C:17]([C:12]2[CH:13]=[C:14]3[C:9](=[CH:10][CH:11]=2)[CH:8]=[C:7]([B:25]([OH:26])[OH:24])[CH:16]=[CH:15]3)[N:21]=1. Procedure: 4.76 ml n-butyllithium solution (1.6 M in hexane) are added dropwise to 1.00 g 3-(6-bromo-naphthalen-2-yl)-5-methyl-[1,2,4]oxadiazole in 15 ml of tetrahydrofuran at −78° C. The reaction mixture is stirred for another hour at −78° C., then 1.94 ml trimethylborate are added dropwise. Then the reaction mixture is left to heat up to ambient temperature and stirred overnight at this temperature. Then 9 ml 1 N hydrochloric acid are added while cooling with an ice bath. After 10 minutes at ambient temp... Reactants: O=C(O)c1cc(Br)co1, [K+], [K+], [K+], CN(C)C=O, OB(O)c1ccccc1, O=P([O-])([O-])[O-]. Product: O=C(O)c1cc(-c2ccccc2)co1. RXN SMILES: [Br:1][c:2]1[cH:3][c:4]([C:7](=[O:8])[OH:9])[o:5][cH:6]1.[K+:24].[K+:25].[K+:26].[O:27]=[CH:28][N:29]([CH3:30])[CH3:31].[OH:10][B:11]([OH:12])[c:13]1[cH:14][cH:15][cH:16][cH:17][cH:18]1.[P:19]([O-:20])([O-:21])([O-:22])=[O:23]>>[c:2]1(-[c:13]2[cH:14][cH:15][cH:16][cH:17][cH:18]2)[cH:3][c:4]([C:7](=[O:8])[OH:9])[o:5][cH:6]1. Reactants: COc1ccccc1N1CCN(C(=O)C(Cl)(Cl)Cl)CC1, O=S(=O)(O)Cl, ClCCl. Yields the product COc1ccc(S(=O)(=O)Cl)cc1N1CCN(C(=O)C(Cl)(Cl)Cl)CC1. Reaction SMILES: [Cl:1][C:2]([C:3](=[O:4])[N:5]1[CH2:6][CH2:7][N:8]([c:11]2[c:12]([O:17][CH3:18])[cH:13][cH:14][cH:15][cH:16]2)[CH2:9][CH2:10]1)([Cl:19])[Cl:20].[Cl:21][S:22](=[O:23])(=[O:24])[OH:25].[Cl:26][CH2:27][Cl:28]>>[Cl:1][C:2]([C:3](=[O:4])[N:5]1[CH2:6][CH2:7][N:8]([c:11]2[c:12]([O:17][CH3:18])[cH:13][cH:14][c:15]([S:22]([Cl:21])(=[O:23])=[O:24])[cH:16]2)[CH2:9][CH2:10]1)([Cl:19])[Cl:20]. The reactants are FC1(CCC(CC1)(C#N)C=1C=NC=NC1)F (4,4-difluoro-1-(pyrimidin-5-yl)-cyclohexanecarbonitrile), O (H2O), C(=O)(C(F)(F)F)O (TFA), C(C)(C)(C)OO (t-BuOOH), C(C)(C)(C)OO (t-BuOOH). Run in FC(F)(F)C1=CC=CC=C1 (trifluoromethylbenzene). Reaction conditions: time 8 hour. Product: FC(C1=NC=C(C=N1)C1(CCC(CC1)(F)F)C#N)F (1-(2-(difluoromethyl)pyrimidin-5-yl)-4,4-difluorocyclohexanecarbonitrile). The yield is 43.6%. As a reaction SMILES: [F:1][C:2]1([F:16])[CH2:7][CH2:6][C:5]([C:10]2[CH:11]=[N:12][CH:13]=[N:14][CH:15]=2)([C:8]#[N:9])[CH2:4][CH2:3]1.O.C(O)([C:20](F)([F:22])[F:21])=O.C(OO)(C)(C)C>FC(C1C=CC=CC=1)(F)F>[F:21][CH:20]([F:22])[C:13]1[N:12]=[CH:11][C:10]([C:5]2([C:8]#[N:9])[CH2:4][CH2:3][C:2]([F:1])([F:16])[CH2:7][CH2:6]2)=[CH:15][N:14]=1. Reported procedure: To a solution of compound 4,4-difluoro-1-(pyrimidin-5-yl)-cyclohexanecarbonitrile (1.5 g, 6.72 mmol) and DFMS (6.0 g, 0.02 mol) in trifluoromethylbenzene (53 mL) and H2O (21 mL) at room temperature was added TFA (766 mg, 6.72 mmol) followed by slow addition of t-BuOOH (5.2 g, 70% solution in H2O) with vigorous stirring. The reaction mixture was stirred at room temperature overnight. TLC indicates about 50% starting material remained, a second addition of DFMS (6.0 g, 0.02 mol) and t-BuOOH(5.2 g,... The reactants are Cl.N12C[C@@H](C(CC1)CC2)NC(=O)C=2OC1=C(C2)C=CC=C1C=1C=C(C(=O)O)C=CC1 (3-(2-{[(3R)-1-Azabicyclo[2.2.2]oct-3-ylamino]carbonyl}-1-benzofuran-7-yl)-benzoic acid hydrochloride), C(C)OCCCN (3-ethoxypropylamine). Yields the product Cl.N12C[C@@H](C(CC1)CC2)NC(=O)C=2OC1=C(C2)C=CC=C1C1=CC(=CC=C1)C(=O)NCCCOCC (N-[(3R)-1-Azabicyclo[2.2.2]oct-3-yl]-7-(3-{[(3-ethoxypropyl)amino]carbonyl}-phenyl)-1-benzofuran-2-carboxamide hydrochloride). Reaction SMILES: [ClH:1].[N:2]12[CH2:9][CH2:8][CH:5]([CH2:6][CH2:7]1)[C@@H:4]([NH:10][C:11]([C:13]1[O:14][C:15]3[C:21]([C:22]4[CH:23]=[C:24]([CH:28]=[CH:29][CH:30]=4)[C:25]([OH:27])=O)=[CH:20][CH:19]=[CH:18][C:16]=3[CH:17]=1)=[O:12])[CH2:3]2.[CH2:31]([O:33][CH2:34][CH2:35][CH2:36][NH2:37])[CH3:32]>>[ClH:1].[N:2]12[CH2:9][CH2:8][CH:5]([CH2:6][CH2:7]1)[C@@H:4]([NH:10][C:11]([C:13]1[O:14][C:15]3[C:21]([C:22]4[CH:30]=[CH:29][CH:28]=[C:24]([C:25]([NH:37][CH2:36][CH2:35][CH2:34][O:33][CH2:31][CH3:32])=[O:27])[CH:23]=4)=[CH:20][CH:19]=[CH:18][C:16]=3[CH:17]=1)=[O:12])[CH2:3]2 |f:0.1,3.4|. Procedure details: 50 mg (0.12 mmol) of 3-(2-{[(3R)-1-azabicyclo[2.2.2]oct-3-ylamino]carbonyl}-1-benzofuran-7-yl)benzoic acid hydrochloride (Example 149) and 24.2 mg (0.23 mmol) of 3-ethoxypropylamine are reacted together by general method E. 17.8 mg (28.9% of theory) of the title compound are obtained.